From a dataset of the Open Reaction Database (ORD), a public repository of structured organic reaction records. describe an organic reaction: reactants, conditions, products, and yield The reactants are COCCOC, COC(=O)C(CCOS(=O)(=O)c1ccc(C)cc1)Oc1ccc(Cl)cc1, [H-], [Na+]. Yields the product COC(=O)C1(Oc2ccc(Cl)cc2)CC1. Reaction SMILES: [CH3:29][O:30][CH2:31][CH2:32][O:33][CH3:34].[CH3:3][O:4][C:5]([CH:6]([CH2:7][CH2:8][O:9][S:10]([c:11]1[cH:12][cH:13][c:14]([CH3:15])[cH:16][cH:17]1)(=[O:18])=[O:19])[O:20][c:21]1[cH:22][cH:23][c:24]([Cl:27])[cH:25][cH:26]1)=[O:28].[H-:1].[Na+:2]>>[CH3:3][O:4][C:5]([C:6]1([O:20][c:21]2[cH:22][cH:23][c:24]([Cl:27])[cH:25][cH:26]2)[CH2:7][CH2:8]1)=[O:28]. Reactants: Cl (hydrogen chloride), C1(=CC=C(C=C1)S(=O)(=O)O)C.C(C1=CC=CC=C1)C1(CCNCC1)C(=O)N1CCCC1 (4-benzyl-4-(pyrrolidin-1-ylcarbonyl)piperidine p-toluenesulfonate), C(C1=CC=CC=C1)(=O)N1CC(CCC1)(CCCOS(=O)(=O)C)C1=CC(=C(C=C1)Cl)Cl (1-Benzoyl-3-(3,4-dichlorophenyl)-3-[3-(methanesulfonyloxy)propyl]piperidine), C(=O)([O-])[O-].[K+].[K+] (K2CO3). Solvent: CN(C)C=O (DMF), O (water). Reaction conditions: temperature 80 celsius. The product is O.Cl.C(C1=CC=CC=C1)(=O)N1CC(CCC1)(C1=CC(=C(C=C1)Cl)Cl)CCCN1CCC(CC1)(C(=O)N1CCCC1)CC1=CC=CC=C1.C(C1=CC=CC=C1)(=O)N1CC(CCC1)(CCCN1CCC(CC1)(CC1=CC=CC=C1)C(=O)N1CCCC1)C1=CC(=C(C=C1)Cl)Cl.Cl (1-Benzoyl-3-[3-[4-benzyl-4-(pyrrolidin-1-ylcarbonyl)piperid-1-yl]propyl]-3-(3,4-dichlorophenyl)piperidine hydrochloride hemihydrate). Reaction SMILES: C1(C)C=CC(S(O)(=O)=[O:8])=CC=1.[CH2:12]([C:19]1([C:25]([N:27]2[CH2:31][CH2:30][CH2:29][CH2:28]2)=[O:26])[CH2:24][CH2:23][NH:22][CH2:21][CH2:20]1)[C:13]1[CH:18]=[CH:17][CH:16]=[CH:15][CH:14]=1.[C:32]([N:40]1[CH2:45][CH2:44][CH2:43][C:42]([C:54]2[CH:59]=[CH:58][C:57]([Cl:60])=[C:56]([Cl:61])[CH:55]=2)([CH2:46][CH2:47][CH2:48]OS(C)(=O)=O)[CH2:41]1)(=[O:39])[C:33]1[CH:38]=[CH:37][CH:36]=[CH:35][CH:34]=1.C([O-])([O-])=O.[K+].[K+].[ClH:68]>CN(C=O)C.O>[OH2:8].[ClH:60].[C:32]([N:40]1[CH2:45][CH2:44][CH2:43][C:42]([CH2:46][CH2:47][CH2:48][N:22]2[CH2:23][CH2:24][C:19]([CH2:12][C:13]3[CH:18]=[CH:17][CH:16]=[CH:15][CH:14]=3)([C:25]([N:27]3[CH2:31][CH2:30][CH2:29][CH2:28]3)=[O:26])[CH2:20][CH2:21]2)([C:54]2[CH:59]=[CH:58][C:57]([Cl:60])=[C:56]([Cl:61])[CH:55]=2)[CH2:41]1)(=[O:39])[C:33]1[CH:34]=[CH:35][CH:36]=[CH:37][CH:38]=1.[C:32]([N:40]1[CH2:45][CH2:44][CH2:43][C:42]([C:54]2[CH:59]=[CH:58][C:57]([Cl:60])=[C:56]([Cl:61])[CH:55]=2)([CH2:46][CH2:47][CH2:48][N:22]2[CH2:23][CH2:24][C:19]([C:25]([N:27]3[CH2:31][CH2:30][CH2:29][CH2:28]3)=[O:26])([CH2:12][C:13]3[CH:18]=[CH:17][CH:16]=[CH:15][CH:14]=3)[CH2:20][CH2:21]2)[CH2:41]1)(=[O:39])[C:33]1[CH:34]=[CH:35][CH:36]=[CH:37][CH:38]=1.[ClH:68] |f:0.1,3.4.5,9.10.11.12.13|. Procedure details: A mixture of 4-benzyl-4-(pyrrolidin-1-ylcarbonyl)piperidine p-toluenesulfonate, 0.65 g of the compound obtained in step B of EXAMPLE 1 and 0.7 g of K2CO3 in 6 ml of DMF is heated at 80° C. for 3 hours. The reaction mixture is poured into iced water and the precipitate formed is filtered off and washed with water. The precipitate is dissolved in AcOEt, the organic phase is dried over MgSO4 and the solvent is evaporated off under vacuum. The residue is chromatographed on silica H using DCM and the... The reactants are Cc1ccccc1, Nc1cc(Cl)c(OC(F)C(F)(F)OC(F)(F)C(F)(F)C(F)F)c(Cl)c1, O=C(Cl)Cl. Product: O=C=Nc1cc(Cl)c(OC(F)C(F)(F)OC(F)(F)C(F)(F)C(F)F)c(Cl)c1. RXN SMILES: [CH3:30][c:31]1[cH:32][cH:33][cH:34][cH:35][cH:36]1.[Cl:1][c:2]1[cH:3][c:4]([NH2:5])[cH:6][c:7]([Cl:25])[c:8]1[O:9][CH:10]([C:11]([O:12][C:13]([C:14]([CH:15]([F:16])[F:17])([F:18])[F:19])([F:20])[F:21])([F:22])[F:23])[F:24].[Cl:26][C:27]([Cl:28])=[O:29]>>[Cl:1][c:2]1[cH:3][c:4]([N:5]=[C:27]=[O:29])[cH:6][c:7]([Cl:25])[c:8]1[O:9][CH:10]([C:11]([O:12][C:13]([C:14]([CH:15]([F:16])[F:17])([F:18])[F:19])([F:20])[F:21])([F:22])[F:23])[F:24]. The reactants are S1C=C(C=C1)C#CCCCCO (6-(3-thiophenyl)-5-hexyn-1-ol). Reagents/catalysts: [Pd] (palladium/carbon). Run in C(C)O (ethanol). The product is S1C=C(C=C1)CCCCCCO (3-thiophenehexanol). The yield is 80.3%. Reaction SMILES: [S:1]1[CH:5]=[CH:4][C:3]([C:6]#[C:7][CH2:8][CH2:9][CH2:10][CH2:11][OH:12])=[CH:2]1>C(O)C.[Pd]>[S:1]1[CH:5]=[CH:4][C:3]([CH2:6][CH2:7][CH2:8][CH2:9][CH2:10][CH2:11][OH:12])=[CH:2]1. Procedure: 3-Thiophenehexanol was prepared by reduction of 8.4 g of 6-(3-thiophenyl)-5-hexyn-1-ol, in 100 ml of ethanol over 1.0 g of 10% palladium/carbon at atmospheric pressure. After 8 hours a second catalyst loading was added and the reduction continued over night. The residue obtained after filtration and evaporation of the solvent was evaporatively distilled to give 6.9 g (80%) of 3-thiophenehexanol, bp 135°-147° C./0.2 mm. The reactants are FS(=O)(=O)[O-].C[N+]=1SC(=C(C1Cl)Cl)Cl (2-Methyl-3,4,5-trichloroisothiazolium fluorosulfonate). Run in C(C)(=O)[O-].[Na+] (sodium acetate). Run at time 30 minute. Product: ClC=1C(N(SC1Cl)C)=O (4,5-dichloro-2-methyl-4-isothiazolin-3-one). Isolated yield 70.3%. Reaction SMILES: FS([O-])(=O)=[O:3].[CH3:6][N+:7]1[S:8][C:9]([Cl:14])=[C:10]([Cl:13])[C:11]=1Cl>C([O-])(=O)C.[Na+]>[Cl:13][C:10]1[C:11](=[O:3])[N:7]([CH3:6])[S:8][C:9]=1[Cl:14] |f:0.1,2.3|. Procedure: 2-Methyl-3,4,5-trichloroisothiazolium fluorosulfonate (16.9 g, 0.058 mol) was added in portions to 150 ml of a saturated sodium acetate solution. After stirring for 30 min. the solid was collected, washed with water, and recrystallized from ethanol to yield 7.5 g (70%) of 4,5-dichloro-2-methyl-4-isothiazolin-3-one, mp 119°-120°. The reactants are CCO, C=C(C(=O)OCC)c1cnccc1N(C)C. The product is CCOC(=O)C(C)c1cnccc1N(C)C. Reaction SMILES: [CH3:17][CH2:18][OH:19].[CH3:1][N:2]([c:3]1[c:4]([C:9]([C:10](=[O:11])[O:12][CH2:13][CH3:14])=[CH2:15])[cH:5][n:6][cH:7][cH:8]1)[CH3:16]>>[CH3:1][N:2]([c:3]1[c:4]([CH:9]([C:10](=[O:11])[O:12][CH2:13][CH3:14])[CH3:15])[cH:5][n:6][cH:7][cH:8]1)[CH3:16]. The reactants are ClCN1S(=O)(=O)C2=C(C(=CC(=C2C1=O)C(C)C)OC)OC (2-chloromethyl-4-isopropyl-6,7-dimethoxysaccharin), [Na].C1(=CC=CC=C1)N1N=NN=C1S (1-phenyltetrazol-5-thiol sodium salt), C(C)#N (acetonitrile). Yields the product C1(=CC=CC=C1)N1N=NN=C1SCN1S(=O)(=O)C2=C(C(CC(=C2C1=O)C(C)C)(C)OC)OC (2-(1-phenyltetrazol-5-yl)thiomethyl-4-isopropyl-6,7-dimethoxy-6-methylsaccharin). Isolated yield 70.0%. Reaction SMILES: Cl[CH2:2][N:3]1[C:13](=[O:14])[C:12]2[C:7](=[C:8]([O:20][CH3:21])[C:9]([O:18][CH3:19])=[CH:10][C:11]=2[CH:15]([CH3:17])[CH3:16])[S:4]1(=[O:6])=[O:5].[Na].[C:23]1([N:29]2[C:33]([SH:34])=[N:32][N:31]=[N:30]2)[CH:28]=[CH:27][CH:26]=[CH:25][CH:24]=1.[C:35](#N)C>>[C:23]1([N:29]2[C:33]([S:34][CH2:2][N:3]3[C:13](=[O:14])[C:12]4[C:7](=[C:8]([O:20][CH3:21])[C:9]([O:18][CH3:19])([CH3:35])[CH2:10][C:11]=4[CH:15]([CH3:17])[CH3:16])[S:4]3(=[O:6])=[O:5])=[N:32][N:31]=[N:30]2)[CH:24]=[CH:25][CH:26]=[CH:27][CH:28]=1 |f:1.2,^1:21|. Procedure: By a method similar to that of Example 44 condensation of 2-chloromethyl-4-isopropyl-6,7-dimethoxysaccharin (0.095 g) and 1-phenyltetrazol-5-thiol sodium salt (0.120 g) in acetonitrile (2 mL) and purification of the product by crystallization from ethanol afforded 2-(1-phenyltetrazol-5-yl)thiomethyl-4-isopropyl-6,7-dimethoxy-6-methylsaccharin, 0.099 g, 70% yield, mp 169°-171° C.